Dataset: the Open Reaction Database (ORD), a public repository of structured organic reaction records. Task: describe an organic reaction: reactants, conditions, products, and yield Starting materials: Cc1ccc([N+](=O)[O-])c(C)c1CCl, Cc1ccc([N+](=O)[O-])c(C)c1COS(C)(=O)=O, CN(C)C=O, [H-], [Na+], O, Cc1ccc2cccc(O)c2n1. The product is Cc1ccc2cccc(OCc3c(C)ccc([N+](=O)[O-])c3C)c2n1. As a reaction SMILES: [CH3:18][c:19]1[c:20]([N+:21]([O-:22])=[O:23])[cH:24][cH:25][c:26]([CH3:27])[c:28]1[CH2:29][Cl:30].[CH3:1][S:2](=[O:3])(=[O:4])[O:5][CH2:6][c:7]1[c:8]([CH3:17])[c:9]([N+:14](=[O:15])[O-:16])[cH:10][cH:11][c:12]1[CH3:13].[CH3:45][N:46]([CH3:47])[CH:48]=[O:49].[H-:31].[Na+:32].[OH2:50].[OH:33][c:34]1[cH:35][cH:36][cH:37][c:38]2[cH:39][cH:40][c:41]([CH3:44])[n:42][c:43]12>>[O:5]([CH2:6][c:7]1[c:8]([CH3:17])[c:9]([N+:14](=[O:15])[O-:16])[cH:10][cH:11][c:12]1[CH3:13])[c:34]1[cH:35][cH:36][cH:37][c:38]2[cH:39][cH:40][c:41]([CH3:44])[n:42][c:43]12. Starting materials: C(C)(C)(C)NC(=O)C1=CN(C2=NC=C(N=C21)C2=NN(C1=CC=C(C=C21)OC(F)F)CCCN2CC(C2)C#N)COCC[Si](C)(C)C (N-tert-butyl-2-(1-(3-(3-cyanoazetidin-1-yl)propyl)-5-(difluoromethoxy)-1H-indazol-3-yl)-5-((2-(trimethylsilyl)ethoxy)methyl)-5H-pyrrolo[2,3-b]pyrazine-7-carboxamide), C(=O)(C(F)(F)F)O (TFA). Run in ClCCl (dichloromethane). Run at temperature 25 celsius, time 18 hour. Yields the product C(C)(C)(C)NC(=O)C1=CNC2=NC=C(N=C21)C2=NN(C1=CC=C(C=C21)OC(F)F)CCCN2CC(C2)C#N (N-tert-butyl-2-(1-(3-(3-cyanoazetidin-1-yl)propyl)-5-(difluoromethoxy)-1H-indazol-3-yl)-5H-pyrrolo[2,3-b]pyrazine-7-carboxamide). Yield: 91.7%. RXN SMILES: [C:1]([NH:5][C:6]([C:8]1[C:16]2[C:11](=[N:12][CH:13]=[C:14]([C:17]3[C:25]4[C:20](=[CH:21][CH:22]=[C:23]([O:26][CH:27]([F:29])[F:28])[CH:24]=4)[N:19]([CH2:30][CH2:31][CH2:32][N:33]4[CH2:36][CH:35]([C:37]#[N:38])[CH2:34]4)[N:18]=3)[N:15]=2)[N:10](COCC[Si](C)(C)C)[CH:9]=1)=[O:7])([CH3:4])([CH3:3])[CH3:2].C(O)(C(F)(F)F)=O>ClCCl>[C:1]([NH:5][C:6]([C:8]1[C:16]2[C:11](=[N:12][CH:13]=[C:14]([C:17]3[C:25]4[C:20](=[CH:21][CH:22]=[C:23]([O:26][CH:27]([F:28])[F:29])[CH:24]=4)[N:19]([CH2:30][CH2:31][CH2:32][N:33]4[CH2:34][CH:35]([C:37]#[N:38])[CH2:36]4)[N:18]=3)[N:15]=2)[NH:10][CH:9]=1)=[O:7])([CH3:4])([CH3:2])[CH3:3]. Procedure details: To a pale yellow solution of N-tert-butyl-2-(1-(3-(3-cyanoazetidin-1-yl)propyl)-5-(difluoromethoxy)-1H-indazol-3-yl)-5-((2-(trimethylsilyl)ethoxy)methyl)-5H-pyrrolo[2,3-b]pyrazine-7-carboxamide (45 mg, 68.9 μmol) in dichloromethane (4.00 mL) was added TFA (740 mg, 0.5 mL, 6.49 mmol, Eq: 94.1), the reaction mixture turned orange and was stirred at 25° C. for 18 h, mixture concentrated and the residue was re-dissolved in 5 mL of a solution of (dichloromethane/MeOH/ammonium hydroxide; 60:10:1) and ... Reactants: CNC, COc1cc2c(cc1CCCCI)[nH]c1cc(-c3ccccc3Cl)c3c(c12)C(=O)NC3=O. The product is COc1cc2c(cc1CCCCN(C)C)[nH]c1cc(-c3ccccc3Cl)c3c(c12)C(=O)NC3=O. As a reaction SMILES: [CH3:33][NH:34][CH3:35].[Cl:1][c:2]1[c:3](-[c:8]2[cH:9][c:10]3[nH:11][c:12]4[cH:13][c:14]([CH2:28][CH2:29][CH2:30][CH2:31][I:32])[c:15]([O:26][CH3:27])[cH:16][c:17]4[c:18]3[c:19]3[c:20]2[C:21](=[O:25])[NH:22][C:23]3=[O:24])[cH:4][cH:5][cH:6][cH:7]1>>[Cl:1][c:2]1[c:3](-[c:8]2[cH:9][c:10]3[nH:11][c:12]4[cH:13][c:14]([CH2:28][CH2:29][CH2:30][CH2:31][N:34]([CH3:33])[CH3:35])[c:15]([O:26][CH3:27])[cH:16][c:17]4[c:18]3[c:19]3[c:20]2[C:21](=[O:25])[NH:22][C:23]3=[O:24])[cH:4][cH:5][cH:6][cH:7]1. Procedure details: (S)-2-tert-Butoxy-2-(5-(4-chlorophenyl)-2-ethyl-7-methylquinolin-6-yl)acetic acid was prepared following the procedure used to prepare compound tert-butoxy-[7-chloro-5-(4-chloro-phenyl)-2-methyl-quinolin-6-yl]-acetic acid of Example 1, except that (S)-2-tert-butoxy-2-(5-(4-chlorophenyl)-2-ethyl-7-methylquinolin-6-yl)ethanol was used instead 2-tert-butoxy-2-[7-chloro-5-(4-chloro-phenyl)-2-methyl-quinolin-6-yl]ethanol. 1H-NMR 300 MHz, (CD3OD) δ 8.31 (d, 1H), 7.98 (s, 1H), 7.76 (d, 1H), 7.70-7.60 (... The product is C(C)(C)(C)O[C@H](C(=O)O)C=1C(=C2C=CC(=NC2=CC1C)CC)C1=CC=C(C=C1)Cl ((S)-2-tert-Butoxy-2-(5-(4-chlorophenyl)-2-ethyl-7-methylquinolin-6-yl)acetic acid). As a reaction SMILES: C([O:5]C(C1C(C2C=CC(Cl)=CC=2)=C2C(=CC=1Cl)N=C(C)C=C2)C(O)=O)(C)(C)C.[C:29]([O:33][C@@H:34]([C:37]1[C:38]([C:50]2[CH:55]=[CH:54][C:53]([Cl:56])=[CH:52][CH:51]=2)=[C:39]2[C:44](=[CH:45][C:46]=1[CH3:47])[N:43]=[C:42]([CH2:48][CH3:49])[CH:41]=[CH:40]2)[CH2:35][OH:36])([CH3:32])([CH3:31])[CH3:30].C(OC(C1C(C2C=CC(Cl)=CC=2)=C2C(=CC=1Cl)N=C(C)C=C2)CO)(C)(C)C>>[C:29]([O:33][C@@H:34]([C:37]1[C:38]([C:50]2[CH:51]=[CH:52][C:53]([Cl:56])=[CH:54][CH:55]=2)=[C:39]2[C:44](=[CH:45][C:46]=1[CH3:47])[N:43]=[C:42]([CH2:48][CH3:49])[CH:41]=[CH:40]2)[C:35]([OH:5])=[O:36])([CH3:30])([CH3:31])[CH3:32]. Starting materials: C(C)(C)(C)OC(C(=O)O)C=1C(=C2C=CC(=NC2=CC1Cl)C)C1=CC=C(C=C1)Cl (tert-butoxy-[7-chloro-5-(4-chloro-phenyl)-2-methyl-quinolin-6-yl]-acetic acid), C(C)(C)(C)O[C@H](CO)C=1C(=C2C=CC(=NC2=CC1C)CC)C1=CC=C(C=C1)Cl ((S)-2-tert-butoxy-2-(5-(4-chlorophenyl)-2-ethyl-7-methylquinolin-6-yl)ethanol), C(C)(C)(C)OC(CO)C=1C(=C2C=CC(=NC2=CC1Cl)C)C1=CC=C(C=C1)Cl (2-tert-butoxy-2-[7-chloro-5-(4-chloro-phenyl)-2-methyl-quinolin-6-yl]ethanol). The yield is 56.0%. RXN SMILES: C(OC(=O)C[CH2:6][N:7]1[C:15]2[C:10](=[CH:11][CH:12]=[C:13]([CH2:16][O:17][C:18]3[CH:23]=[CH:22][C:21]([C:24]4[CH:29]=[C:28]([F:30])[C:27]([F:31])=[CH:26][C:25]=4[O:32][CH3:33])=[CH:20][CH:19]=3)[CH:14]=2)[CH:9]=[CH:8]1)C.FC1C(F)=CC(C2C=CC(OCC3C=C4C(C=CN4)=CC=3)=CC=2)=C(OC)C=1.[CH2:62]([O:64][C:65](=[O:68])CBr)[CH3:63]>>[CH2:62]([O:64][C:65](=[O:68])[CH2:6][N:7]1[C:15]2[C:10](=[CH:11][CH:12]=[C:13]([CH2:16][O:17][C:18]3[CH:23]=[CH:22][C:21]([C:24]4[CH:29]=[C:28]([F:30])[C:27]([F:31])=[CH:26][C:25]=4[O:32][CH3:33])=[CH:20][CH:19]=3)[CH:14]=2)[CH:9]=[CH:8]1)[CH3:63]. Product: C(C)OC(CN1C=CC2=CC=C(C=C12)COC1=CC=C(C=C1)C1=C(C=C(C(=C1)F)F)OC)=O ([6-(4′,5′-Difluoro-2′-methoxy-biphenyl-4-yloxymethyl)-indol-1-yl]-acetic acid ethyl ester), product. Starting materials: C(C)OC(CCN1C=CC2=CC=C(C=C12)COC1=CC=C(C=C1)C1=C(C=C(C(=C1)F)F)OC)=O (3-[6-(4′,5′-difluoro-2′-methoxy-biphenyl-4-yloxymethyl)-indol-1-yl]-propionic acid ethyl ester), C(C)OC(CBr)=O (bromo-acetic acid ethyl ester), FC1=CC(=C(C=C1F)C1=CC=C(C=C1)OCC1=CC=C2C=CNC2=C1)OC (6-(4′,5′-difluoro-2′-methoxy-biphenyl-4-yloxymethyl)-1H-indole). Procedure: [6-(4′,5′-Difluoro-2′-methoxy-biphenyl-4-yloxymethyl)-indol-1-yl]-acetic acid ethyl ester was synthesized by a procedure similar to 3-[6-(4′,5′-difluoro-2′-methoxy-biphenyl-4-yloxymethyl)-indol-1-yl]-propionic acid ethyl ester from starting materials 6-(4′,5′-difluoro-2′-methoxy-biphenyl-4-yloxymethyl)-1H-indole and bromo-acetic acid ethyl ester to yield the product as a white solid/wax (25 mg, 56%). LC-MS (ES) calculated for C26H23F2NO4, 451.2; found m/z 452 [M+H]+. The reactants are FC(C1=CC=C(C=C1)C(CC(C(F)(F)F)=O)=O)(F)F (1-(4-trifluoromethyl-phenyl)-4,4,4-trifluoro-butane-1,3-dione), 4-trifluoromethyl-acetophenone, NC=1N=CNC1C#N (4-amino-5-cyano-1H-imidazole). Product: FC(C1=CC=C(C=C1)C1=NC=2N(C(=C1)C(F)(F)F)C=NC2C#N)(F)F (2-(4-Trifluoromethyl-phenyl)-4-trifluoromethyl-imidazo[1,5-a]pyrimidine-8-carbonitrile). Isolated yield 42.4%. RXN SMILES: [F:1][C:2]([F:19])([F:18])[C:3]1[CH:8]=[CH:7][C:6]([C:9](=O)[CH2:10][C:11](=O)[C:12]([F:15])([F:14])[F:13])=[CH:5][CH:4]=1.[NH2:20][C:21]1[N:22]=[CH:23][NH:24][C:25]=1[C:26]#[N:27]>>[F:1][C:2]([F:19])([F:18])[C:3]1[CH:8]=[CH:7][C:6]([C:9]2[CH:10]=[C:11]([C:12]([F:15])([F:14])[F:13])[N:22]3[CH:23]=[N:24][C:25]([C:26]#[N:27])=[C:21]3[N:20]=2)=[CH:5][CH:4]=1. Procedure: Reaction of 1-(4-trifluoromethyl-phenyl)-4,4,4-trifluoro-butane-1,3-dione (284 mg, 1.0 mmol), prepared from commercially available 4-trifluoromethyl-acetophenone according to general procedure A, and 4-amino-5-cyano-1H-imidazole (108 mg, 1.0 mmol) according to general procedure B yielded the title compound as a yellow solid (151 mg, 42%). MS (ISP) 357.0 [(M+H)+]; mp 236° C. RXN SMILES: [C:1]([C:4]1[CH:21]=[C:20]([CH3:22])[CH:19]=[CH:18][C:5]=1[O:6][CH:7]([C:12]1[CH:17]=[CH:16][CH:15]=[CH:14][CH:13]=1)[C:8]([O:10][CH3:11])=[O:9])(=[O:3])[CH3:2].[Br:23]N1C(=O)CCC1=O.CC(N=NC(C#N)(C)C)(C#N)C>C(Cl)(Cl)(Cl)Cl>[C:1]([C:4]1[CH:21]=[C:20]([CH2:22][Br:23])[CH:19]=[CH:18][C:5]=1[O:6][CH:7]([C:12]1[CH:13]=[CH:14][CH:15]=[CH:16][CH:17]=1)[C:8]([O:10][CH3:11])=[O:9])(=[O:3])[CH3:2]. The reactants are BrN1C(CCC1=O)=O (N-bromosuccinimide), CC(C)(C#N)N=NC(C)(C)C#N (AIBN), C(C)(=O)C1=C(OC(C(=O)OC)C2=CC=CC=C2)C=CC(=C1)C (methyl 2-(2-acetyl-4-methyl-phenoxy)-2-phenylacetate). The solvent is C(Cl)(Cl)(Cl)Cl (CCl4). Procedure: To a solution of 1.25 g (4.19 mmol) of the product of Step A dissolved in 15 mL of CCl4 was added 0.821 g (4.61 mmol) of N-bromosuccinimide and 20 mg (catalytic amount) of AIBN. The mixture was stirred at reflux for 3.5 hours, then cooled, filtered and evaporated in vacuo. The residue was purified on a silica gel flash chromatography column eluted with 15% ethyl acetate/hexane to afford 0.431 g (27%) yield of the title compound. Yields the product C(C)(=O)C1=C(OC(C(=O)OC)C2=CC=CC=C2)C=CC(=C1)CBr (methyl 2-(2-acetyl-4-bromomethylphenoxy)-2-phenylacetate).